From a dataset of the Open Reaction Database (ORD), a public repository of structured organic reaction records. describe an organic reaction: reactants, conditions, products, and yield The reactants are Cl.C(C)(C)(C)NCC(=O)C1=CC(=C(C=C1)OC1=CC=C(C=C1)C)OC1=CC=C(C=C1)C (3,4-bis(p-toluyloxy)phenyl N-(tert-butyl)aminomethyl ketone hydrochloride), Cl.C(CCC)N(CCCC)CCCC (tributylamine hydrochloride), [BH4-].[Na+] (sodium borohydride). Product: C1(=CC=C(C=C1)OC=1C=C(C(CNC(C)(C)C)O)C=CC1OC1=CC=C(C=C1)C)C (3,4-bis(p-toluyloxy)-α-[(tert-butylamino)methyl]benzyl alcohol). The yield is 90.0%. RXN SMILES: Cl.[C:2]([NH:6][CH2:7][C:8]([C:10]1[CH:15]=[CH:14][C:13]([O:16][C:17]2[CH:22]=[CH:21][C:20]([CH3:23])=[CH:19][CH:18]=2)=[C:12]([O:24][C:25]2[CH:30]=[CH:29][C:28]([CH3:31])=[CH:27][CH:26]=2)[CH:11]=1)=[O:9])([CH3:5])([CH3:4])[CH3:3].Cl.C(N(CCCC)CCCC)CCC.[BH4-].[Na+]>>[C:28]1([CH3:31])[CH:27]=[CH:26][C:25]([O:24][C:12]2[CH:11]=[C:10]([CH:15]=[CH:14][C:13]=2[O:16][C:17]2[CH:22]=[CH:21][C:20]([CH3:23])=[CH:19][CH:18]=2)[CH:8]([OH:9])[CH2:7][NH:6][C:2]([CH3:5])([CH3:4])[CH3:3])=[CH:30][CH:29]=1 |f:0.1,2.3,4.5|. Procedure: The crude products of the foregoing examples containing minor amounts of acid-acceptor amine hydrochloride can be used without further purification in the reduction step to produce the corresponding phenylethanolamine compound. For example, a sample of 3,4-bis(p-toluyloxy)phenyl N-(tert-butyl)aminomethyl ketone hydrochloride containing about 6 percent of tributylamine hydrochloride was reduced with sodium borohydride to give 3,4-bis(p-toluyloxy)-α-[(tert-butylamino)methyl]benzyl alcohol (bitolte...